Dataset: the Open Reaction Database (ORD), a public repository of structured organic reaction records. Task: describe an organic reaction: reactants, conditions, products, and yield Starting materials: ClC1=NC=2N(C(N(C(C2N1CC1=CC=C(C=C1)C(C1=CC=C(C=C1)Cl)=O)=O)C)=O)C (8-chloro-7-[4-(4-chlorobenzoyl)-benzyl]-1,3-dimethylxanthine), C[O-].[Na+] (sodium methoxide). Run at time 30 minute. Isolated yield 54.0%. The product is ClC1=CC=C(C(=O)C2=CC=C(CN3C(=NC=4N(C(N(C(C34)=O)C)=O)C)OC)C=C2)C=C1 (7-[4-(4-Chlorobenzoyl)benzyl]-1,3-dimethyl-8-methoxyxanthine). Procedure details: To a solution of 8-chloro-7-[4-(4-chlorobenzoyl)-benzyl]-1,3-dimethylxanthine (866 mg) in DMF (40 ml) was added sodium methoxide (10 ml, 28% in methanol) and the mixture was stirred at room temperature for 30 minutes. This reaction mixture was diluted with water and extracted with ethyl acetate, washed with saturated aqueous NaCl solution, and dried over anhydrous sodium sulfate. The solvent was then distilled off and the residue was washed with ether to provide the title compound as colorless p... The solvent is O (water), CN(C)C=O (DMF). As a reaction SMILES: Cl[C:2]1[N:10]([CH2:11][C:12]2[CH:17]=[CH:16][C:15]([C:18](=[O:26])[C:19]3[CH:24]=[CH:23][C:22]([Cl:25])=[CH:21][CH:20]=3)=[CH:14][CH:13]=2)[C:9]2[C:8](=[O:27])[N:7]([CH3:28])[C:6](=[O:29])[N:5]([CH3:30])[C:4]=2[N:3]=1.[CH3:31][O-:32].[Na+]>CN(C=O)C.O>[Cl:25][C:22]1[CH:23]=[CH:24][C:19]([C:18]([C:15]2[CH:14]=[CH:13][C:12]([CH2:11][N:10]3[C:9]4[C:8](=[O:27])[N:7]([CH3:28])[C:6](=[O:29])[N:5]([CH3:30])[C:4]=4[N:3]=[C:2]3[O:32][CH3:31])=[CH:17][CH:16]=2)=[O:26])=[CH:20][CH:21]=1 |f:1.2|. Starting materials: C(C)(=O)OC1=CC=C(CC=2OC3=C(C2C)C(=C(C=C3Cl)CCC)OC(C)=O)C=C1 (2-(p-acetoxybenzyl)-3-methyl-4-acetoxy-5-propyl-7-chlorobenzofuran), C([O-])([O-])=O.[K+].[K+] (potassium carbonate). The solvent is O (water), CO (methanol). Product: OC1=CC=C(CC=2OC3=C(C2C)C(=C(C=C3Cl)CCC)OC(C)=O)C=C1 (2-(p-hydroxybenzyl)-3-methyl-4-acetoxy-5-propyl-7-chlorobenzofuran). Yield: 79.7%. As a reaction SMILES: C([O:4][C:5]1[CH:29]=[CH:28][C:8]([CH2:9][C:10]2[O:11][C:12]3[C:19]([Cl:20])=[CH:18][C:17]([CH2:21][CH2:22][CH3:23])=[C:16]([O:24][C:25](=[O:27])[CH3:26])[C:13]=3[C:14]=2[CH3:15])=[CH:7][CH:6]=1)(=O)C.C(=O)([O-])[O-].[K+].[K+]>CO.O>[OH:4][C:5]1[CH:29]=[CH:28][C:8]([CH2:9][C:10]2[O:11][C:12]3[C:19]([Cl:20])=[CH:18][C:17]([CH2:21][CH2:22][CH3:23])=[C:16]([O:24][C:25](=[O:27])[CH3:26])[C:13]=3[C:14]=2[CH3:15])=[CH:7][CH:6]=1 |f:1.2.3|. Reported procedure: A solution of 2-(p-acetoxybenzyl)-3-methyl-4-acetoxy-5-propyl-7-chlorobenzofuran (150 mg, 0.36 mmole) in methanol 5 mL) and a saturated solution of potassium carbonate (3 mL) was stirred at room temperature for 5 minutes. The reaction was poured in water, extracted with methylene chloride, washed with brine, dried (Na2SO4), and concentrated in vacuo to yield 107 mg (79%) of 2-(p-hydroxybenzyl)-3-methyl-4-acetoxy-5-propyl-7-chlorobenzofuran.